Task: describe an organic reaction: reactants, conditions, products, and yield. Dataset: the Open Reaction Database (ORD), a public repository of structured organic reaction records The reactants are F[B-](F)(F)F, CCOC(=O)c1cc2cc(C(=O)O)ccc2[nH]1, CN(C)C1CCNC1, CN(C)C=O, CCN(C(C)C)C(C)C, CN(C)C(On1nnc2ccccc21)=[N+](C)C. Product: CCOC(=O)c1cc2cc(C(=O)N3CCC(N(C)C)C3)ccc2[nH]1. RXN SMILES: [B-:18]([F:19])([F:20])([F:21])[F:22].[CH3:1][CH2:2][O:3][C:4](=[O:5])[c:6]1[nH:7][c:8]2[cH:9][cH:10][c:11]([C:15](=[O:16])[OH:17])[cH:12][c:13]2[cH:14]1.[CH3:40][N:41]([CH:42]1[CH2:43][NH:44][CH2:45][CH2:46]1)[CH3:47].[CH3:57][N:58]([CH3:59])[CH:60]=[O:61].[CH:48]([N:49]([CH2:50][CH3:51])[CH:52]([CH3:53])[CH3:54])([CH3:55])[CH3:56].[n:23]1([O:24][C:25]([N:26]([CH3:27])[CH3:28])=[N+:29]([CH3:30])[CH3:31])[c:32]2[cH:33][cH:34][cH:35][cH:36][c:37]2[n:38][n:39]1>>[CH3:1][CH2:2][O:3][C:4](=[O:5])[c:6]1[nH:7][c:8]2[cH:9][cH:10][c:11]([C:15](=[O:17])[N:44]3[CH2:43][CH:42]([N:41]([CH3:40])[CH3:47])[CH2:46][CH2:45]3)[cH:12][c:13]2[cH:14]1. Reactants: BrCc1ccccc1, CCCCCC, [H-], [Na+], [Na], C1CCOC1, O, OCCc1ccc(O)cc1. Yields the product OCCc1ccc(OCc2ccccc2)cc1. As a reaction SMILES: [Br:14][CH2:15][c:16]1[cH:17][cH:18][cH:19][cH:20][cH:21]1.[CH3:28][CH2:29][CH2:30][CH2:31][CH2:32][CH3:33].[H-:2].[Na+:1].[Na:13].[O:22]1[CH2:23][CH2:24][CH2:25][CH2:26]1.[OH2:27].[OH:3][c:4]1[cH:5][cH:6][c:7]([CH2:8][CH2:9][OH:10])[cH:11][cH:12]1>>[O:3]([c:4]1[cH:5][cH:6][c:7]([CH2:8][CH2:9][OH:10])[cH:11][cH:12]1)[CH2:15][c:16]1[cH:17][cH:18][cH:19][cH:20][cH:21]1. The reactants are [Cl-], Cn1c(CCl)nnc1-c1ccncc1, CNc1noc(-c2cccc(Cl)c2)n1, [H-], [NH4+], [Na+], CN(C)C=O. Product: CN(Cc1nnc(-c2ccncc2)n1C)c1noc(-c2cccc(Cl)c2)n1. RXN SMILES: [Cl-:31].[Cl:17][CH2:18][c:19]1[n:20]([CH3:30])[c:21](-[c:24]2[cH:25][cH:26][n:27][cH:28][cH:29]2)[n:22][n:23]1.[Cl:3][c:4]1[cH:5][c:6](-[c:10]2[n:11][c:12]([NH:15][CH3:16])[n:13][o:14]2)[cH:7][cH:8][cH:9]1.[H-:2].[NH4+:32].[Na+:1].[O:33]=[CH:34][N:35]([CH3:36])[CH3:37]>>[Cl:3][c:4]1[cH:5][c:6](-[c:10]2[n:11][c:12]([N:15]([CH3:16])[CH2:18][c:19]3[n:20]([CH3:30])[c:21](-[c:24]4[cH:25][cH:26][n:27][cH:28][cH:29]4)[n:22][n:23]3)[n:13][o:14]2)[cH:7][cH:8][cH:9]1. Reactants: BrN1C(CCC1=O)=O (N-Bromosuccinimide), C(C)(C)(C)C1=CC(=C(C=C1)OC)C (4-tert-butyl-1-methoxy-2-methylbenzene). Reagents/catalysts: N(=NC(C#N)(C)C)C(C#N)(C)C (2,2′-azobis(isobutyronitrile)). Run in C(Cl)(Cl)(Cl)Cl (carbon tetrachloride). The product is BrCC1=C(C=CC(=C1)C(C)(C)C)OC (2-bromomethyl-4-tert-butyl-1-methoxybenzene). The yield is 104.5%. As a reaction SMILES: [Br:1]N1C(=O)CCC1=O.[C:9]([C:13]1[CH:18]=[CH:17][C:16]([O:19][CH3:20])=[C:15]([CH3:21])[CH:14]=1)([CH3:12])([CH3:11])[CH3:10]>C(Cl)(Cl)(Cl)Cl.N(C(C)(C)C#N)=NC(C)(C)C#N>[Br:1][CH2:21][C:15]1[CH:14]=[C:13]([C:9]([CH3:12])([CH3:11])[CH3:10])[CH:18]=[CH:17][C:16]=1[O:19][CH3:20]. Procedure: N-Bromosuccinimide (5.66 g) and 2,2′-azobis(isobutyronitrile) (71 mg) were added to a solution of 4-tert-butyl-1-methoxy-2-methylbenzene (5.16 g) in carbon tetrachloride (25 mL), and the mixture was heated under reflux for 1.5 hours. The reaction solution was ice-cooled and then the insoluble matter was removed by filtration. The filtrate was concentrated under reduced pressure to obtain 7.78 g of the title compound. The property values of the compound are as follows.